Dataset: the Open Reaction Database (ORD), a public repository of structured organic reaction records. Task: describe an organic reaction: reactants, conditions, products, and yield The reactants are P(Cl)(Cl)(Cl)(Cl)Cl (phosphorous pentachloride), COC1=C(C=CC=C1)SCCC(=O)O (2-(2-methoxyphenylthio)ethanecarboxylic acid), stannous tetrachloride, ice, Cl (hydrochloric acid). Run in C1=CC=CC=C1 (benzene). Conditions: temperature 0 celsius, time 20 minute. Yields the product target compound, COC=1C=CC=C2C(CCSC12)=O (8-methoxythiochroman-4-one). Isolated yield 76.0%. Reaction SMILES: P(Cl)(Cl)(Cl)(Cl)Cl.[CH3:7][O:8][C:9]1[CH:14]=[CH:13][CH:12]=[CH:11][C:10]=1[S:15][CH2:16][CH2:17][C:18]([OH:20])=O.Cl>C1C=CC=CC=1>[CH3:7][O:8][C:9]1[CH:14]=[CH:13][CH:12]=[C:11]2[C:10]=1[S:15][CH2:16][CH2:17][C:18]2=[O:20]. Procedure details: 8.64 g of phosphorous pentachloride was added to a solution of 8.0 g of 2-(2-methoxyphenylthio)ethanecarboxylic acid in 24 ml of benzene under the atmosphere of argon while cooling to 0° C. After stirring the reaction mixture for 20 minutes at 100° C., 9.13 ml of stannous tetrachloride was dropwise added to the mixture while cooling to -10° C. Following completion of dropping, the reaction mixture was warmed to 0° C. and stirred for 30 minutes. Next, 24 g of ice followed by 14 ml of concentrated... Product: CC(C)(C)COc1ccc(-n2ncc(C(=O)O)c2Cl)cc1C#N. Reactants: CC(=O)O, CCO, CCOC(=O)c1cnn(-c2ccc(OCC(C)(C)C)c(C#N)c2)c1Cl, [Na+], [OH-], O. Reaction SMILES: [CH3:29][C:30](=[O:31])[OH:32].[CH3:33][CH2:34][OH:35].[Cl:1][c:2]1[c:3]([C:21](=[O:22])[O:23][CH2:24][CH3:25])[cH:4][n:5][n:6]1-[c:7]1[cH:8][c:9]([C:19]#[N:20])[c:10]([O:13][CH2:14][C:15]([CH3:16])([CH3:17])[CH3:18])[cH:11][cH:12]1.[Na+:27].[OH-:26].[OH2:28]>>[Cl:1][c:2]1[c:3]([C:21](=[O:22])[OH:23])[cH:4][n:5][n:6]1-[c:7]1[cH:8][c:9]([C:19]#[N:20])[c:10]([O:13][CH2:14][C:15]([CH3:16])([CH3:17])[CH3:18])[cH:11][cH:12]1. The reactants are C[Si](CCOCN1C(=NC=C1)NC(=O)C=1C=2N=CC=NC2C(=CC1)C1=C(C(=CC(=C1Cl)OC)OC)Cl)(C)C (8-(2,6-dichloro-3,5-dimethoxy-phenyl)-quinoxaline-5-carboxylic acid [1-(2-trimethylsilanyl-ethoxymethyl)-1H-imidazol-2-yl]-amide), Cl (HCl), C(=O)([O-])[O-].[Na+].[Na+] (Na2CO3). The solvent is CCO (EtOH). Reaction conditions: temperature 65 celsius, time 10 hour. Product: N1C(=NC=C1)NC(=O)C=1C=2N=CC=NC2C(=CC1)C1=C(C(=CC(=C1Cl)OC)OC)Cl (8-(2,6-Dichloro-3,5-dimethoxy-phenyl)-quinoxaline-5-carboxylic acid (1H-imidazol-2-yl)-amide). Yield: 79.1%. As a reaction SMILES: C[Si](C)(C)CCOC[N:7]1[CH:11]=[CH:10][N:9]=[C:8]1[NH:12][C:13]([C:15]1[C:16]2[N:17]=[CH:18][CH:19]=[N:20][C:21]=2[C:22]([C:25]2[C:30]([Cl:31])=[C:29]([O:32][CH3:33])[CH:28]=[C:27]([O:34][CH3:35])[C:26]=2[Cl:36])=[CH:23][CH:24]=1)=[O:14].Cl.C([O-])([O-])=O.[Na+].[Na+]>CCO>[NH:9]1[CH:10]=[CH:11][N:7]=[C:8]1[NH:12][C:13]([C:15]1[C:16]2[N:17]=[CH:18][CH:19]=[N:20][C:21]=2[C:22]([C:25]2[C:26]([Cl:36])=[C:27]([O:34][CH3:35])[CH:28]=[C:29]([O:32][CH3:33])[C:30]=2[Cl:31])=[CH:23][CH:24]=1)=[O:14] |f:2.3.4|. Procedure details: A mixture of 8-(2,6-dichloro-3,5-dimethoxy-phenyl)-quinoxaline-5-carboxylic acid [1-(2-trimethylsilanyl-ethoxymethyl)-1H-imidazol-2-yl]-amide (Step 14.1) (0.527 g, 0.82 mmol), 5 N HCl (7 mL), and EtOH (4 mL) was stirred at 65° C. for 10 h. The reaction mixture was allowed to cool to rt, basified by addition of a saturated aqueous solution of Na2CO3, and extracted with DCM. The combined organic phase was washed with H2O and brine, dried (Na2SO4), filtered and concentrated. The residue was purifie... Reported procedure: A reaction of n-butylamine with CPTMO with a ratio of 3:1 consumes 1 mol of n-butylamine. 2 moles of n-butylamine can be removed again by distillation without any addition. This is because the reaction forms 1 mol of HCl, and, as a result of the distillation, 1 mol of n-butylaminopropylsilane hydrochloride is present at the end of the reaction. RXN SMILES: [CH2:1]([NH2:5])[CH2:2][CH2:3][CH3:4].CO[Si:8](OC)(OC)[CH2:9][CH2:10][CH2:11][Cl:12].Cl>>[ClH:12].[CH2:1]([NH:5][CH2:11][CH2:10][CH2:9][SiH3:8])[CH2:2][CH2:3][CH3:4] |f:3.4|. The product is Cl.C(CCC)NCCC[SiH3] (n-butylaminopropylsilane hydrochloride). Reactants: C(CCC)N (n-butylamine), C(CCC)N (n-butylamine), CO[Si](CCCCl)(OC)OC (CPTMO), Cl (HCl), C(CCC)N (n-butylamine). Yields the product OCc1ccc(Br)cc1F. As a reaction SMILES: [BH4-:11].[Br:1][c:2]1[cH:3][c:4]([F:10])[c:5]([CH:6]=[O:7])[cH:8][cH:9]1.[CH3:13][OH:14].[Na+:12].[OH2:15]>>[Br:1][c:2]1[cH:3][c:4]([F:10])[c:5]([CH2:6][OH:7])[cH:8][cH:9]1. The reactants are [BH4-], O=Cc1ccc(Br)cc1F, CO, [Na+], O.